From a dataset of the Open Reaction Database (ORD), a public repository of structured organic reaction records. describe an organic reaction: reactants, conditions, products, and yield The reactants are ClC1=CC=C(OCC(C(C(CBr)Br)(C)C)=O)C=C1 (1-(4-chlorophenoxy)-4,5-dibromo-3,3-dimethyl-2-pentanone), BrBr (bromine). Run in C(Cl)(Cl)Cl (chloroform). Conditions: time 30 minute. Product: ClC1=CC=C(OC(C(C(C(CBr)Br)(C)C)=O)Br)C=C1 (1-(4-chlorophenoxy)-3,3-dimethyl-1,4,5-tribromo-2-pentanone). Isolated yield 99.7%. As a reaction SMILES: [Cl:1][C:2]1[CH:18]=[CH:17][C:5]([O:6][CH2:7][C:8](=[O:16])[C:9]([CH3:15])([CH3:14])[CH:10]([Br:13])[CH2:11][Br:12])=[CH:4][CH:3]=1.[Br:19]Br>C(Cl)(Cl)Cl>[Cl:1][C:2]1[CH:18]=[CH:17][C:5]([O:6][CH:7]([Br:19])[C:8](=[O:16])[C:9]([CH3:14])([CH3:15])[CH:10]([Br:13])[CH2:11][Br:12])=[CH:4][CH:3]=1. Procedure details: 107 g (0.269 mole) of 1-(4-chlorophenoxy)-4,5-dibromo-3,3-dimethyl-2-pentanone are dissolved in 400 ml of chloroform. 43 g (0.269 mole) of bromine are added dropwise at room temperature such that the solution is always decolorized. The mixture is then subsequently stirred at room temperature for 30 minutes, washed with water, dried over sodium sulphate and concentrated. 128 g (99% of theory) of 1-(4-chlorophenoxy)-3,3-dimethyl-1,4,5-tribromo-2-pentanone of refractive index nD20 1.5472 are obtain... The reactants are Cl.N[C@H]1CC[C@H](CC1)NC(=O)C1=C(NC=2C1=NC=CC2C2=C(C=C(C(=C2)OC)F)OCC2CC2)C (N-(cis-4-aminocyclohexyl)-7-[2-(cyclopropylmethoxy)-4-fluoro-5-methoxyphenyl]-2-methyl-1H-pyrrolo[3,2-b]pyridine-3-carboxamide hydrochloride), C(C)(=O)OCC(=O)Cl (2-chloro-2-oxoethyl acetate). The product is C1(CC1)COC1=C(C=C(C(=C1)F)OC)C1=C2C(=NC=C1)C(=C(N2)C)C(=O)N[C@@H]2CC[C@@H](CC2)NC(CO)=O (7-[2-(Cyclopropylmethoxy)-4-fluoro-5-methoxyphenyl]-N-{cis-4-[(hydroxyacetyl)amino]cyclohexyl}-2-methyl-1H-pyrrolo[3,2-b]pyridine-3-carboxamide). Reaction SMILES: Cl.[NH2:2][C@@H:3]1[CH2:8][CH2:7][C@H:6]([NH:9][C:10]([C:12]2[C:16]3=[N:17][CH:18]=[CH:19][C:20]([C:21]4[CH:26]=[C:25]([O:27][CH3:28])[C:24]([F:29])=[CH:23][C:22]=4[O:30][CH2:31][CH:32]4[CH2:34][CH2:33]4)=[C:15]3[NH:14][C:13]=2[CH3:35])=[O:11])[CH2:5][CH2:4]1.C([O:39][CH2:40][C:41](Cl)=[O:42])(=O)C>>[CH:32]1([CH2:31][O:30][C:22]2[CH:23]=[C:24]([F:29])[C:25]([O:27][CH3:28])=[CH:26][C:21]=2[C:20]2[CH:19]=[CH:18][N:17]=[C:16]3[C:12]([C:10]([NH:9][C@H:6]4[CH2:7][CH2:8][C@@H:3]([NH:2][C:40](=[O:39])[CH2:41][OH:42])[CH2:4][CH2:5]4)=[O:11])=[C:13]([CH3:35])[NH:14][C:15]=23)[CH2:33][CH2:34]1 |f:0.1|. Reported procedure: Starting from N-(cis-4-aminocyclohexyl)-7-[2-(cyclopropylmethoxy)-4-fluoro-5-methoxyphenyl]-2-methyl-1H-pyrrolo[3,2-b]pyridine-3-carboxamide hydrochloride (example D.f23) and commercially available 2-chloro-2-oxoethyl acetate the title compound is obtained as colorless solid.